This data is from the Open Reaction Database (ORD), a public repository of structured organic reaction records. The task is: describe an organic reaction: reactants, conditions, products, and yield The reactants are C1CCOC1, CS(=O)(=O)c1nccc(C(F)(F)F)n1, C[Si](C)(C)[N-][Si](C)(C)C, CO, [Cl-], N#CCc1cc(F)cc(C(F)(F)F)c1, [NH4+], [Na+]. Yields the product O=C(c1cc(F)cc(C(F)(F)F)c1)c1nccc(C(F)(F)F)n1. RXN SMILES: [CH2:41]1[CH2:44][CH2:43][CH2:42][O:45]1.[CH3:1][S:2](=[O:3])(=[O:4])[c:5]1[n:6][cH:7][cH:8][c:9]([C:11]([F:12])([F:13])[F:14])[n:10]1.[CH3:30][Si:31]([N-:32][Si:33]([CH3:34])([CH3:35])[CH3:36])([CH3:37])[CH3:38].[CH3:46][OH:47].[Cl-:39].[F:15][c:16]1[cH:17][c:18]([CH2:26][C:27]#[N:28])[cH:19][c:20]([C:22]([F:23])([F:24])[F:25])[cH:21]1.[NH4+:40].[Na+:29]>>[c:5]1([C:26]([c:18]2[cH:17][c:16]([F:15])[cH:21][c:20]([C:22]([F:23])([F:24])[F:25])[cH:19]2)=[O:45])[n:6][cH:7][cH:8][c:9]([C:11]([F:12])([F:13])[F:14])[n:10]1. The reactants are CCN(CC)S(F)(F)F, CCCCCC, ClCCl, Cc1ccc(C(O)C(F)(F)S(=O)(=O)c2ccccc2)cc1, Cc1ccccc1. The product is Cc1ccc(C(F)C(F)(F)S(=O)(=O)c2ccccc2)cc1. As a reaction SMILES: [CH2:1]([N:2]([S:3]([F:4])([F:5])[F:7])[CH2:6][CH3:8])[CH3:9].[CH3:31][CH2:32][CH2:33][CH2:34][CH2:35][CH3:36].[Cl:44][CH2:45][Cl:46].[F:10][C:11]([CH:12]([OH:13])[c:14]1[cH:15][cH:16][c:17]([CH3:20])[cH:18][cH:19]1)([S:21](=[O:22])(=[O:23])[c:24]1[cH:25][cH:26][cH:27][cH:28][cH:29]1)[F:30].[c:37]1([CH3:38])[cH:39][cH:40][cH:41][cH:42][cH:43]1>>[F:7][CH:12]([C:11]([F:10])([S:21](=[O:22])(=[O:23])[c:24]1[cH:25][cH:26][cH:27][cH:28][cH:29]1)[F:30])[c:14]1[cH:15][cH:16][c:17]([CH3:20])[cH:18][cH:19]1. Starting materials: OCc1ccccc1, CCOC(C)=O, COc1ccccc1-c1ccc2c(c1CCl)C(C)=CC(C)(C)N2, [H-], [Na+], C1CCOC1. Product: COc1ccccc1-c1ccc2c(c1COCc1ccccc1)C(C)=CC(C)(C)N2. As a reaction SMILES: [CH2:3]([c:4]1[cH:5][cH:6][cH:7][cH:8][cH:9]1)[OH:10].[CH3:34][CH2:35][O:36][C:37](=[O:38])[CH3:39].[Cl:11][CH2:12][c:13]1[c:14]2[c:19]([cH:20][cH:21][c:22]1-[c:23]1[c:24]([O:29][CH3:30])[cH:25][cH:26][cH:27][cH:28]1)[NH:18][C:17]([CH3:31])([CH3:32])[CH:16]=[C:15]2[CH3:33].[H-:1].[Na+:2].[O:40]1[CH2:41][CH2:42][CH2:43][CH2:44]1>>[CH2:3]([c:4]1[cH:5][cH:6][cH:7][cH:8][cH:9]1)[O:10][CH2:12][c:13]1[c:14]2[c:19]([cH:20][cH:21][c:22]1-[c:23]1[c:24]([O:29][CH3:30])[cH:25][cH:26][cH:27][cH:28]1)[NH:18][C:17]([CH3:31])([CH3:32])[CH:16]=[C:15]2[CH3:33]. The reactants are C(C)(C)OC(=O)N1CCC(CC1)C1OC2=C(C1)C=C(C=C2)B2OC(C(O2)(C)C)(C)C (4-[5-(4,4,5,5-tetramethyl-[1,3,2]dioxaborolan-2-yl)-2,3-dihydro-benzofuran-2-yl]-piperidine-1-carboxylic acid isopropyl ester), ClC1=CC=C(N=N1)NC(C)=O (N-(6-chloro-pyridazin-3-yl)-acetamide), C(=O)([O-])[O-].[Na+].[Na+] (Na2CO3). Run in O1CCOCC1 (dioxane). Reaction conditions: temperature 150 celsius, time 1 hour. Product: C(C)(C)OC(=O)N1CCC(CC1)C1OC2=C(C1)C=C(C=C2)C=2N=NC(=CC2)NC(C)=O (4-[5-(6-Acetylamino-pyridazin-3-yl)-2,3-dihydro-benzofuran-2-yl]-piperidine-1-carboxylic acid isopropyl ester). As a reaction SMILES: [CH:1]([O:4][C:5]([N:7]1[CH2:12][CH2:11][CH:10]([CH:13]2[CH2:17][C:16]3[CH:18]=[C:19](B4OC(C)(C)C(C)(C)O4)[CH:20]=[CH:21][C:15]=3[O:14]2)[CH2:9][CH2:8]1)=[O:6])([CH3:3])[CH3:2].Cl[C:32]1[N:37]=[N:36][C:35]([NH:38][C:39](=[O:41])[CH3:40])=[CH:34][CH:33]=1.C([O-])([O-])=O.[Na+].[Na+]>O1CCOCC1>[CH:1]([O:4][C:5]([N:7]1[CH2:12][CH2:11][CH:10]([CH:13]2[CH2:17][C:16]3[CH:18]=[C:19]([C:32]4[N:37]=[N:36][C:35]([NH:38][C:39](=[O:41])[CH3:40])=[CH:34][CH:33]=4)[CH:20]=[CH:21][C:15]=3[O:14]2)[CH2:9][CH2:8]1)=[O:6])([CH3:2])[CH3:3] |f:2.3.4|. Reported procedure: To a mixture of 4-[5-(4,4,5,5-tetramethyl-[1,3,2]dioxaborolan-2-yl)-2,3-dihydro-benzofuran-2-yl]-piperidine-1-carboxylic acid isopropyl ester (41.5 mg) and N-(6-chloro-pyridazin-3-yl)-acetamide (25.7 mg) in dioxane (2 mL) a 2 M aqueous Na2CO3 solution (0.125 mL) is added. The mixture is sparged with argon for 10 min and (2-dicyclohexylphosphino-2′,6′-dimethoxy-1,1′-biphenyl)[2-(2-aminoethylphenyl)]palladium(11) chloride*methyl-t-butylether complex (CAS-number.: 1028206-58-7; 8 mg) is added. The ...